From a dataset of the Open Reaction Database (ORD), a public repository of structured organic reaction records. describe an organic reaction: reactants, conditions, products, and yield The reactants are C(CC)C1C(CCC1=O)=O (2-propylcyclopentane-1,3-dione), COC=1C=C(C=CC1)CCCC(C=C)=O (6-m-methoxyphenylhex-1-en-3-one). Solvent: [OH-].[K+] (potassium hydroxide). Product: C(CC)C1(C(CCC1=O)=O)CCC(CCCC1=CC(=CC=C1)OC)=O (2-n-propyl-2-(6-m-methoxyphenyl-3-oxohexyl)cyclopentane-1,3-dione). Yield: 79.6%. Reaction SMILES: [CH2:1]([CH:4]1[C:8](=[O:9])[CH2:7][CH2:6][C:5]1=[O:10])[CH2:2][CH3:3].[CH3:11][O:12][C:13]1[CH:14]=[C:15]([CH2:19][CH2:20][CH2:21][C:22](=[O:25])[CH:23]=[CH2:24])[CH:16]=[CH:17][CH:18]=1>[OH-].[K+]>[CH2:1]([C:4]1([CH2:24][CH2:23][C:22](=[O:25])[CH2:21][CH2:20][CH2:19][C:15]2[CH:16]=[CH:17][CH:18]=[C:13]([O:12][CH3:11])[CH:14]=2)[C:8](=[O:9])[CH2:7][CH2:6][C:5]1=[O:10])[CH2:2][CH3:3] |f:2.3|. Procedure details: Condense 2-propylcyclopentane-1,3-dione (13.1 g) in 0.12% methanolic potassium hydroxide solution (90 cc) with 6-m-methoxyphenylhex-1-en-3-one (19.0 g), to obtain crude 2-n-propyl-2-(6-m-methoxyphenyl-3-oxohexyl)cyclopentane-1,3-dione (25.5 g). Submit this Michael condensation product (23.4 g) to double cyclodehydration by heating with toluene-p-sulfonic acid, and distil the product at 200°/10-4 mm; crystallize the distillate from ethanol to obtain the tetracyclic diene ketone 13β-propyl-3-metho... Starting materials: CO, Cl, NNc1cccc([N+](=O)[O-])c1, O=C(c1ccc(O)cc1)c1ccc(O)cc1, O=S(=O)(O)O. Yields the product O=[N+]([O-])c1cccc(NN=C(c2ccc(O)cc2)c2ccc(O)cc2)c1. RXN SMILES: [CH3:34][OH:35].[ClH:17].[N+:18](=[O:19])([O-:20])[c:21]1[cH:22][c:23]([NH:27][NH2:28])[cH:24][cH:25][cH:26]1.[OH:1][c:2]1[cH:3][cH:4][c:5]([C:6](=[O:7])[c:8]2[cH:9][cH:10][c:11]([OH:14])[cH:12][cH:13]2)[cH:15][cH:16]1.[S:29](=[O:30])(=[O:31])([OH:32])[OH:33]>>[OH:1][c:2]1[cH:3][cH:4][c:5]([C:6]([c:8]2[cH:9][cH:10][c:11]([OH:14])[cH:12][cH:13]2)=[N:28][NH:27][c:23]2[cH:22][c:21]([N+:18](=[O:19])[O-:20])[cH:26][cH:25][cH:24]2)[cH:15][cH:16]1.